Dataset: the Open Reaction Database (ORD), a public repository of structured organic reaction records. Task: describe an organic reaction: reactants, conditions, products, and yield Starting materials: FC=1C=CC(=C(C1)C1=C(CCC1)C1=CC=CC(=N1)C(=O)O)O (6-{2-[5-fluoro-2-(hydroxy)phenyl]cyclopent-1-enyl}pyridine-2-carboxylic acid), FC1=CC=C(CBr)C=C1 (4-fluorobenzyl bromide), CC(CC)=O (2-butanone). Run in CC(=O)C (acetone). Product: FC1=CC=C(COC(=O)C2=NC(=CC=C2)C2=C(CCC2)C2=C(C=CC(=C2)F)OCC2=CC=C(C=C2)F)C=C1 (6-{2-[5-Fluoro-2-(4-fluorobenzyloxy)phenyl]cyclopent-1-enyl}pyridine-2-carboxylic acid 4-fluorobenzyl ester). RXN SMILES: [F:1][C:2]1[CH:3]=[CH:4][C:5]([OH:22])=[C:6]([C:8]2[CH2:12][CH2:11][CH2:10][C:9]=2[C:13]2[N:18]=[C:17]([C:19]([OH:21])=[O:20])[CH:16]=[CH:15][CH:14]=2)[CH:7]=1.[F:23][C:24]1[CH:31]=[CH:30][C:27]([CH2:28]Br)=[CH:26][CH:25]=1.[CH3:32][C:33](=O)[CH2:34][CH3:35]>CC(C)=O>[F:23][C:24]1[CH:31]=[CH:30][C:27]([CH2:28][O:20][C:19]([C:17]2[CH:16]=[CH:15][CH:14]=[C:13]([C:9]3[CH2:10][CH2:11][CH2:12][C:8]=3[C:6]3[CH:7]=[C:2]([F:1])[CH:3]=[CH:4][C:5]=3[O:22][CH2:32][C:33]3[CH:6]=[CH:7][C:2]([F:1])=[CH:35][CH:34]=3)[N:18]=2)=[O:21])=[CH:26][CH:25]=1. Procedure: Prepared by general procedure 5 but using 6-{2-[5-fluoro-2-(hydroxy)phenyl]cyclopent-1-enyl}pyridine-2-carboxylic acid instead of 6-{2-[5-chloro-2-(hydroxy)phenyl]cyclopent-1-enyl}pyridine-2-carboxylic acid, 4-fluorobenzyl bromide instead of 4-chlorobenzyl bromide and with acetone as solvent instead of 2-butanone.